describe an organic reaction: reactants, conditions, products, and yield From a dataset of the Open Reaction Database (ORD), a public repository of structured organic reaction records. The reactants are C(C)(C)(C)OC(=O)N[C@@H]1CC2=CC(=CC=C2CC1)OCC(=O)OCC ((S)-2-[N-(tert-butoxycarbonyl)amino]-7-carbethoxymethoxytetraline), C(Cl)Cl (methylene chloride), FC(C(=O)O)(F)F (trifluoroacetic acid), C(Cl)Cl (methylene chloride). Conditions: time 4 hour. The product is Cl.N[C@@H]1CC2=CC(=CC=C2CC1)OCC(=O)OCC ((S)-2-amino-7-carbethoxymethoxytetraline hydrochloride). As a reaction SMILES: C(OC([NH:8][C@H:9]1[CH2:18][CH2:17][C:16]2[C:11](=[CH:12][C:13]([O:19][CH2:20][C:21]([O:23][CH2:24][CH3:25])=[O:22])=[CH:14][CH:15]=2)[CH2:10]1)=O)(C)(C)C.FC(F)(F)C(O)=O.C(Cl)[Cl:34]>>[ClH:34].[NH2:8][C@H:9]1[CH2:18][CH2:17][C:16]2[C:11](=[CH:12][C:13]([O:19][CH2:20][C:21]([O:23][CH2:24][CH3:25])=[O:22])=[CH:14][CH:15]=2)[CH2:10]1 |f:3.4|. Reported procedure: A solution of 1 g of (S)-2-[N-(tert-butoxycarbonyl)amino]-7-carbethoxymethoxytetraline, EXAMPLE 5, in 15 ml of methylene chloride is cooled to 0° C. A solution of 2.2 ml of trifluoroacetic acid in 15 ml of methylene chloride is added thereto and the reacting mixture is left under stirring 30 minutes at a temperature of 0°-5° C. and afterwards 4 hours at room temperature. By operating as described in EXAMPLE 4, the (S)-2-amino-7-carbethoxymethoxytetraline hydrochloride is obtained; /alpha/=-52° (... Starting materials: CCCC[N+](CCCC)(CCCC)CCCC, Cc1ccccc1, O=C(CCl)N1CCCC1, [Na+], [OH-], O, CC(C)(C)OC(=O)N1CCC(O)CC1, O=S(=O)([O-])O. The product is CC(C)(C)OC(=O)N1CCC(OCC(=O)N2CCCC2)CC1. As a reaction SMILES: [CH2:38]([N+:39]([CH2:40][CH2:41][CH2:42][CH3:43])([CH2:44][CH2:45][CH2:46][CH3:47])[CH2:48][CH2:49][CH2:50][CH3:51])[CH2:52][CH2:53][CH3:54].[CH3:24][c:25]1[cH:26][cH:27][cH:28][cH:29][cH:30]1.[Cl:15][CH2:16][C:17](=[O:18])[N:19]1[CH2:20][CH2:21][CH2:22][CH2:23]1.[Na+:32].[OH-:31].[OH2:55].[OH:1][CH:2]1[CH2:3][CH2:4][N:5]([C:8](=[O:9])[O:10][C:11]([CH3:12])([CH3:13])[CH3:14])[CH2:6][CH2:7]1.[S:33]([O-:34])([OH:35])(=[O:36])=[O:37]>>[O:1]([CH:2]1[CH2:3][CH2:4][N:5]([C:8](=[O:9])[O:10][C:11]([CH3:12])([CH3:13])[CH3:14])[CH2:6][CH2:7]1)[CH2:16][C:17](=[O:18])[N:19]1[CH2:20][CH2:21][CH2:22][CH2:23]1. Reactants: ClC=1C=C2C(C(NC2=CC1)=O)=CC1=C(C(=C(N1)C)C(=O)O)C (5-(5-Chloro-2-oxo-1,2-dihydro-indol-3-ylidenemethyl)-2,4-dimethyl-1H-pyrrole-3-carboxylic acid), NCC(CN1N=NC=C1)O (1-amino-3(1,2,3)triazole-1-yl-propan-2-ol). The product is OC(CNC(=O)C1=C(NC(=C1C)\C=C\1/C(NC2=CC=C(C=C12)Cl)=O)C)CN1N=NC=C1 (5-[5-chloro-2-oxo-1,2-dihydro-indol-(3Z)-ylidene-methyl]-2,4-dimethyl-1H-pyrrole-3-carboxylic acid (2-hydroxy-3-[1,2,3]triazol-1-yl-propyl)-amide). Reaction SMILES: [Cl:1][C:2]1[CH:3]=[C:4]2[C:8](=[CH:9][CH:10]=1)[NH:7][C:6](=[O:11])[C:5]2=[CH:12][C:13]1[NH:17][C:16]([CH3:18])=[C:15]([C:19]([OH:21])=O)[C:14]=1[CH3:22].[NH2:23][CH2:24][CH:25]([OH:32])[CH2:26][N:27]1[CH:31]=[CH:30][N:29]=[N:28]1>>[OH:32][CH:25]([CH2:26][N:27]1[CH:31]=[CH:30][N:29]=[N:28]1)[CH2:24][NH:23][C:19]([C:15]1[C:14]([CH3:22])=[C:13](/[CH:12]=[C:5]2\[C:6](=[O:11])[NH:7][C:8]3[C:4]\2=[CH:3][C:2]([Cl:1])=[CH:10][CH:9]=3)[NH:17][C:16]=1[CH3:18])=[O:21]. Procedure: 5-(5-Chloro-2-oxo-1,2-dihydro-indol-3-ylidenemethyl)-2,4-dimethyl-1H-pyrrole-3-carboxylic acid (126.6 mg, 0.4 mmol) was condensed with 1-amino-3(1,2,3)triazole-1-yl-propan-2-ol (85 mg, 0.48 mmol) to precipitate 5-[5-Chloro-2-oxo-1,2-dihydro-indol-(3Z)-ylidenemethyl]-2,4-dimethyl-1H-pyrrole-3-carboxylic acid (2-hydroxy-3-[1,2,3]triazol-1-yl-propyl)-amide (48 mg, 27%). 1H NMR (DMSO-d6) δ 2.42, 2.44 (2×s, 6H, 2×CH3), 3.27 (m, 2H), 3.99 (m, 1H), 4.28 (dd, J=7.8, 14 Hz, 1H), 4.51 (dd, J=3.2, 14 Hz, 1... Starting materials: COc1ccc(P2(=S)SP(=S)(c3ccc(OC)cc3)S2)cc1, Cc1ccccc1, Cc1c(C2=NC(=O)C(C)(C)N2C)nn(-c2ccc(Cl)cc2Cl)c1-c1ccc(Cl)cc1, O. The product is Cc1c(C2=NC(=S)C(C)(C)N2C)nn(-c2ccc(Cl)cc2Cl)c1-c1ccc(Cl)cc1. As a reaction SMILES: [CH3:31][O:32][c:33]1[cH:34][cH:35][c:36]([P:37]2(=[S:40])[S:38][P:39]([c:41]3[cH:42][cH:43][c:44]([O:45][CH3:46])[cH:47][cH:48]3)(=[S:49])[S:50]2)[cH:51][cH:52]1.[CH3:54][c:55]1[cH:56][cH:57][cH:58][cH:59][cH:60]1.[Cl:1][c:2]1[cH:3][cH:4][c:5](-[c:8]2[c:9]([CH3:30])[c:10]([C:21]3=[N:25][C:24](=[O:26])[C:23]([CH3:27])([CH3:28])[N:22]3[CH3:29])[n:11][n:12]2-[c:13]2[c:14]([Cl:20])[cH:15][c:16]([Cl:19])[cH:17][cH:18]2)[cH:6][cH:7]1.[OH2:53]>>[Cl:1][c:2]1[cH:3][cH:4][c:5](-[c:8]2[c:9]([CH3:30])[c:10]([C:21]3=[N:25][C:24](=[S:40])[C:23]([CH3:27])([CH3:28])[N:22]3[CH3:29])[n:11][n:12]2-[c:13]2[c:14]([Cl:20])[cH:15][c:16]([Cl:19])[cH:17][cH:18]2)[cH:6][cH:7]1. The reactants are C(C)(=O)OC1C(C(CC1N1C(=NC2=C1C=C(C(=C2)Cl)Cl)Br)COC(C)=O)OC(C)=O (3-(Acetoxymethyl)-5-(2-bromo-5,6-dichloro-1H-benzimidazol-1-yl)-1,2-cyclopentanediyl diacetate), C1(CCC1)N (cyclobutylamine). Solvent: C(C)O (ethanol). Run at temperature 0 celsius, time 18 hour. Product: ClC1=CC2=C(N(C(=N2)NC2CCC2)C2CC(C(C2O)O)CO)C=C1Cl (5-[5,6-Dichloro-2-(cyclobutylamino)-1H-benzimidazol-1-yl]-3-(hydroxymethyl)-1,2-cyclopentanediol). Reaction SMILES: C([O:4][CH:5]1[CH:9]([N:10]2[C:14]3[CH:15]=[C:16]([Cl:20])[C:17]([Cl:19])=[CH:18][C:13]=3[N:12]=[C:11]2Br)[CH2:8][CH:7]([CH2:22][O:23]C(=O)C)[CH:6]1[O:27]C(=O)C)(=O)C.[CH:31]1([NH2:35])[CH2:34][CH2:33][CH2:32]1>C(O)C>[Cl:19][C:17]1[C:16]([Cl:20])=[CH:15][C:14]2[N:10]([CH:9]3[CH:5]([OH:4])[CH:6]([OH:27])[CH:7]([CH2:22][OH:23])[CH2:8]3)[C:11]([NH:35][CH:31]3[CH2:34][CH2:33][CH2:32]3)=[N:12][C:13]=2[CH:18]=1. Procedure: (±)(1R*, 2S*, 3S*, 5S*)-3-(Acetoxymethyl)-5-(2-bromo-5,6-dichloro-1H-benzimidazol-1-yl)-1,2-cyclopentanediyl diacetate (500 mg, 0.958 mmol) was dissolved in absolute ethanol (7 mL) and cyclobutylamine (0.41 mL, 4.8 mmol) was added. The solution was refluxed under nitrogen for 18 hours. Volatiles were evaporated and the residue stirred in methanol half-saturated with ammonia at 0° C. (20 mL) for 18 hours. Volatiles were removed in vacuo and the residue crystallized from ethanol-water to give titl... Reactants: S(O)(O)(=O)=O (sulfuric acid), OC1(CC(=NN1)C1=NC=CC=C1)C(F)(F)F (5-hydroxy-3-(pyridine-2-yl)-5-trifluoromethyl-4,5-dihydropyrazole). Solvent: C(C)O (ethanol). The product is N1=C(C=CC=C1)C1=NNC(=C1)C(F)(F)F (3-(pyridine-2-yl)-5-trifluoromethylpyrazole). Yield: 82.1%. As a reaction SMILES: O[C:2]1([C:13]([F:16])([F:15])[F:14])[NH:6][N:5]=[C:4]([C:7]2[CH:12]=[CH:11][CH:10]=[CH:9][N:8]=2)[CH2:3]1.S(=O)(=O)(O)O>C(O)C>[N:8]1[CH:9]=[CH:10][CH:11]=[CH:12][C:7]=1[C:4]1[CH:3]=[C:2]([C:13]([F:16])([F:14])[F:15])[NH:6][N:5]=1. Procedure: 2-(2′,4′-difluorophenyl)pyrazole (3.6 g, 20 mmol) and K3IrBr6 (6.3 g, 8 mmol) were added to a flask containing 90 ml 2-ethoxyethanol and 30 ml water. The reaction mixture was heated to reflux and stirred under a nitrogen atmosphere for 24 h. After cooling, the pale yellow precipitate was vacuum filtered and washed first with ethanol followed by heptanes. The product [2-(4′,6′-diflouorophenyl)pyrazole]2Ir2(μ-Br)2[2-(4′,6′-diflouorophenyl)pyrazole]2 was dried in vacuum oven (4.2 g, 81%). Step 2 To... The reactants are O[C@@H]1C[C@@H]2N(CCN(C2)C2=NC=C(C=N2)F)C1 ((7R,8aS)-7-hydroxy-2-(5-fluoropyrimidin-2-yl)-1,2,3,4,6,7,8,8a-octahydro-pyrrolo[1,2-a]pyrazine), FC1=CC=C(CBr)C=C1 (4-fluorobenzyl bromide), [H-].[Na+] (sodium hydride). Solvent: O (water), CN(C)C=O (DMF). Reaction conditions: temperature 100 celsius. Product: FC1=CC=C(CO[C@@H]2C[C@@H]3N(CCN(C3)C3=NC=C(C=N3)F)C2)C=C1 ((7R,8aS)-7-(4-Fluorobenzyl)oxy-2-(5-fluoropyrimidin-2-yl)-1,2,3,4,6,7,8,8a-octahydro-pyrrolo[1,2-a]pyrazine). Yield: 8.2%. RXN SMILES: [OH:1][C@H:2]1[CH2:17][N:5]2[CH2:6][CH2:7][N:8]([C:10]3[N:15]=[CH:14][C:13]([F:16])=[CH:12][N:11]=3)[CH2:9][C@@H:4]2[CH2:3]1.[F:18][C:19]1[CH:26]=[CH:25][C:22]([CH2:23]Br)=[CH:21][CH:20]=1.[H-].[Na+]>CN(C=O)C.O>[F:18][C:19]1[CH:26]=[CH:25][C:22]([CH2:23][O:1][C@H:2]2[CH2:17][N:5]3[CH2:6][CH2:7][N:8]([C:10]4[N:11]=[CH:12][C:13]([F:16])=[CH:14][N:15]=4)[CH2:9][C@@H:4]3[CH2:3]2)=[CH:21][CH:20]=1 |f:2.3|. Reported procedure: A solution of 0.75 g (3.15 mmol) of (7R,8aS)-7-hydroxy-2-(5-fluoropyrimidin-2-yl)-1,2,3,4,6,7,8,8a-octahydro-pyrrolo[1,2-a]pyrazine (Preparation 6) and 0.79 mL (6.3 mmol) of 4-fluorobenzyl bromide in 30 mL of dry DMF was treated with 0.15 g (3.8 mmol) of sodium hydride (60% oil dispersion), and the mixture was heated at 100° C. for 18 h. The mixture was cool, diluted with water, and extracted with diethyl ether (5×). The combined organic phase was dried (magnesium sulfate), filtered and evaporat... Reactants: C(C1=CC=CC=C1)C1=NN=C(S1)NC(=O)C1=CC=C(OC2CCC(CC2)C(=O)OC)C=C1 (methyl 4-[4-(5-benzyl[1.3.4]thiadiazol-2-ylcarbamoyl)phenoxy]cyclohexanecarboxylate), O1CCCC1 (tetrahydrofuran), O.[OH-].[Li+] (lithium hydroxide monohydrate). The solvent is mixture, O (water), O (water). Reaction conditions: time 2 hour. The product is C(C1=CC=CC=C1)C1=NN=C(S1)NC(=O)C1=CC=C(OC2CCC(CC2)C(=O)O)C=C1 (4-[4-(5-benzyl[1.3.4]thiadiazol-2-ylcarbamoyl)phenoxy]cyclohexanecarboxylic acid). Isolated yield 56.3%. Reaction SMILES: [CH2:1]([C:8]1[S:12][C:11]([NH:13][C:14]([C:16]2[CH:32]=[CH:31][C:19]([O:20][CH:21]3[CH2:26][CH2:25][CH:24]([C:27]([O:29]C)=[O:28])[CH2:23][CH2:22]3)=[CH:18][CH:17]=2)=[O:15])=[N:10][N:9]=1)[C:2]1[CH:7]=[CH:6][CH:5]=[CH:4][CH:3]=1.O1CCCC1.O.[OH-].[Li+]>O>[CH2:1]([C:8]1[S:12][C:11]([NH:13][C:14]([C:16]2[CH:32]=[CH:31][C:19]([O:20][CH:21]3[CH2:22][CH2:23][CH:24]([C:27]([OH:29])=[O:28])[CH2:25][CH2:26]3)=[CH:18][CH:17]=2)=[O:15])=[N:10][N:9]=1)[C:2]1[CH:3]=[CH:4][CH:5]=[CH:6][CH:7]=1 |f:2.3.4|. Reported procedure: 0.128 g of methyl 4-[4-(5-benzyl[1.3.4]thiadiazol-2-ylcarbamoyl)phenoxy]cyclohexanecarboxylate (0.28 mmol, 1 eq.) is placed in 2 mL of a mixture of tetrahydrofuran and water at room temperature. 0.024 g of lithium hydroxide monohydrate (0.57 mmol, 2 eq.) in 1 mL of water is added. After stirring for 2 hours at room temperature, the tetrahydrofuran is evaporated off and water is added. The aqueous phase is washed with dichloromethane. The aqueous phase is cooled to a temperature of 4° C. in an ic... The reactants are CC(C)(C)NCCO, c1ccc(COCC2CO2)cc1, CCO. The product is CC(C)(C)N(CCO)CC(O)COCc1ccccc1. Reaction SMILES: [C:13]([CH3:14])([CH3:15])([CH3:16])[NH:17][CH2:18][CH2:19][OH:20].[CH2:1]([c:2]1[cH:3][cH:4][cH:5][cH:6][cH:7]1)[O:8][CH2:9][CH:10]1[O:11][CH2:12]1.[CH3:21][CH2:22][OH:23]>>[CH2:1]([c:2]1[cH:3][cH:4][cH:5][cH:6][cH:7]1)[O:8][CH2:9][CH:10]([OH:11])[CH2:12][N:17]([C:13]([CH3:14])([CH3:15])[CH3:16])[CH2:18][CH2:19][OH:20]. Starting materials: CO, COc1cnc2ccc(=O)n(CCN3CC(O)C(CNC(=O)OCc4ccccc4)C3)c2c1. The product is COc1cnc2ccc(=O)n(CCN3CC(O)C(CN)C3)c2c1. As a reaction SMILES: [CH3:34][OH:35].[OH:1][CH:2]1[CH:3]([CH2:22][NH:23][C:24](=[O:25])[O:26][CH2:27][c:28]2[cH:29][cH:30][cH:31][cH:32][cH:33]2)[CH2:4][N:5]([CH2:7][CH2:8][n:9]2[c:10](=[O:21])[cH:11][cH:12][c:13]3[n:14][cH:15][c:16]([O:19][CH3:20])[cH:17][c:18]23)[CH2:6]1>>[OH:1][CH:2]1[CH:3]([CH2:22][NH2:23])[CH2:4][N:5]([CH2:7][CH2:8][n:9]2[c:10](=[O:21])[cH:11][cH:12][c:13]3[n:14][cH:15][c:16]([O:19][CH3:20])[cH:17][c:18]23)[CH2:6]1.